Dataset: the Open Reaction Database (ORD), a public repository of structured organic reaction records. Task: describe an organic reaction: reactants, conditions, products, and yield Starting materials: C(C1=CC=CC=C1)OC(=O)N[C@@H](C(C(=O)O)CC1=CC=CC=C1)C(=O)O (N-benzyloxycarbonyl-(β-benzyl)-L-aspartic acid), Cl.COC(C(N)CC1=CC=CC=C1)=O (D,L-phenylalanine methyl ester hydrochloride). The solvent is CN(C=O)C (dimethylformamide). Yields the product COC([C@@H](NC([C@@H](NC(=O)OCC1=CC=CC=C1)C(C(O)=O)CC1=CC=CC=C1)=O)CC1=CC=CC=C1)=O (N-benzyloxycarbonyl-(β-benzyl)-L-aspartyl-L-phenylalanine methyl ester). Isolated yield 82.2%. Reaction SMILES: [CH2:1]([O:8][C:9]([NH:11][C@H:12]([C:24](O)=[O:25])[CH:13]([CH2:17][C:18]1[CH:23]=[CH:22][CH:21]=[CH:20][CH:19]=1)[C:14]([OH:16])=[O:15])=[O:10])[C:2]1[CH:7]=[CH:6][CH:5]=[CH:4][CH:3]=1.Cl.[CH3:28][O:29][C:30](=[O:40])[CH:31]([CH2:33][C:34]1[CH:39]=[CH:38][CH:37]=[CH:36][CH:35]=1)[NH2:32]>CN(C)C=O>[CH3:28][O:29][C:30](=[O:40])[C@H:31]([CH2:33][C:34]1[CH:39]=[CH:38][CH:37]=[CH:36][CH:35]=1)[NH:32][C:24](=[O:25])[C@H:12]([CH:13]([CH2:17][C:18]1[CH:23]=[CH:22][CH:21]=[CH:20][CH:19]=1)[C:14](=[O:15])[OH:16])[NH:11][C:9]([O:8][CH2:1][C:2]1[CH:7]=[CH:6][CH:5]=[CH:4][CH:3]=1)=[O:10] |f:1.2|. Procedure details: The process of Example 1 was repeated except that 357 mg (1.00 mmol) of N-benzyloxycarbonyl-(β-benzyl)-L-aspartic acid, and 431 mg (2.00 mmol) of D,L-phenylalanine methyl ester hydrochloride were used. As a result, 426 mg (yield of 82.1%) of N-benzyloxycarbonyl-(β-benzyl)-L-aspartyl-L-phenylalanine methyl ester having an [α]D25 = -12.5 (C=1.0 dimethylformamide) were obtained. Reagents/catalysts: C1(=CC=C(C=C1)S(=O)(=O)O)C (p-toluene sulfonic acid). The yield is 76.2%. Reaction SMILES: [O:1]=[C:2]([C:11]1[CH:16]=[CH:15][CH:14]=[CH:13][CH:12]=1)[CH2:3][S:4][CH2:5][C:6]([O:8][CH2:9][CH3:10])=[O:7].[CH3:17][C:18]([CH3:23])([CH2:21]O)[CH2:19][OH:20]>C1(C)C=CC=CC=1.C1(C)C=CC(S(O)(=O)=O)=CC=1>[CH3:17][C:18]1([CH3:23])[CH2:19][O:20][C:2]([CH2:3][S:4][CH2:5][C:6]([O:8][CH2:9][CH3:10])=[O:7])([C:11]2[CH:16]=[CH:15][CH:14]=[CH:13][CH:12]=2)[O:1][CH2:21]1. Procedure: Ethyl [(2-oxo-2-phenylethyl)thio]acetate (10.8 g, 45.3 mmol) was dissolved in toluene (250 ml). 2,2-Dimethyl-1,3-propanediol (37.6 g, 0.36 mol) and p-toluene sulfonic acid (cat., 500 mg) were added. The mixture was stirred at reflux in a Dean-Stark apparatus for two hours and at room temperature overnight. The mixture was concentrated under reduced pressure. The crude oil was purified by flash-chromatography (hexane:EtOAc-7:1) to give 11.2 g (70%) of the title compound as a colourless oil. 1H-NM... Solvent: C1(=CC=CC=C1)C (toluene). The product is CC1(COC(OC1)(C1=CC=CC=C1)CSCC(=O)OCC)C (Ethyl {[(5,5-dimethyl-2-phenyl-1,3-dioxan-2-yl)methyl]thio}acetate). The reactants are O=C(CSCC(=O)OCC)C1=CC=CC=C1 (Ethyl [(2-oxo-2-phenylethyl)thio]acetate), CC(CO)(CO)C (2,2-Dimethyl-1,3-propanediol). Reactants: CC(=O)NCCSCc1cc(N2CCOCC2C)nc(-c2ccc(NC(=O)NCc3cnn(C)c3)cc2)n1, O=[Mn](=O)(=O)[O-], [Na+], C1COCCO1, O, O, O=C(OO)c1cccc(Cl)c1. The product is CC(=O)NCCS(=O)(=O)Cc1cc(N2CCOCC2C)nc(-c2ccc(NC(=O)NCc3cnn(C)c3)cc2)n1. Reaction SMILES: [CH3:19][CH:20]1[CH2:21][O:22][CH2:23][CH2:24][N:25]1[c:26]1[cH:27][c:28]([CH2:49][S:50][CH2:51][CH2:52][NH:53][C:54]([CH3:55])=[O:56])[n:29][c:30](-[c:32]2[cH:33][cH:34][c:35]([NH:38][C:39]([NH:40][CH2:41][c:42]3[cH:43][n:44][n:45]([CH3:47])[cH:46]3)=[O:48])[cH:36][cH:37]2)[n:31]1.[Mn:13]([O-:14])(=[O:15])(=[O:16])=[O:17].[Na+:18].[O:58]1[CH2:59][CH2:60][O:61][CH2:62][CH2:63]1.[OH2:12].[OH2:57].[OH:1][O:2][C:3]([c:4]1[cH:5][c:6]([Cl:7])[cH:8][cH:9][cH:10]1)=[O:11]>>[O:12]=[S:50]([CH2:49][c:28]1[cH:27][c:26]([N:25]2[CH:20]([CH3:19])[CH2:21][O:22][CH2:23][CH2:24]2)[n:31][c:30](-[c:32]2[cH:33][cH:34][c:35]([NH:38][C:39]([NH:40][CH2:41][c:42]3[cH:43][n:44][n:45]([CH3:47])[cH:46]3)=[O:48])[cH:36][cH:37]2)[n:29]1)([CH2:51][CH2:52][NH:53][C:54]([CH3:55])=[O:56])=[O:57]. Starting materials: O=C1OCc2ccccc21, N#C[K]. The product is N#CCc1ccccc1C(=O)O. As a reaction SMILES: [C:1]1(=[O:2])[O:3][CH2:4][c:5]2[cH:6][cH:7][cH:8][cH:9][c:10]21.[K:11][C:12]#[N:13]>>[C:1](=[O:2])([OH:3])[c:10]1[c:5]([CH2:4][C:12]#[N:13])[cH:6][cH:7][cH:8][cH:9]1.